From a dataset of the Open Reaction Database (ORD), a public repository of structured organic reaction records. describe an organic reaction: reactants, conditions, products, and yield Starting materials: CCOCCO (Ethyl glycol), ClCCS(=O)Cl (2-chloroethanesulfinyl chloride). Run in CCOCC (ether). Yields the product ClCCS(=O)OCCOS(=O)CCCl (2-(chloroethanesulfinyloxy)ethyl 2-chloroethanesulfinate). Reaction SMILES: CC[O:3][CH2:4][CH2:5][OH:6].[Cl:7][CH2:8][CH2:9][S:10](Cl)=[O:11]>CCOCC>[Cl:7][CH2:8][CH2:9][S:10]([O:6][CH2:5][CH2:4][O:3][S:10]([CH2:9][CH2:8][Cl:7])=[O:11])=[O:11]. Procedure: Ethyl glycol (6.2) was added dropwise under a nitrogen atmosphere to a stirred solution of 2-chloroethanesulfinyl chloride (14.7 w), prepared as in Example I, in dry ether (40 v). During the addition period the temperature of the reaction was controlled at -20° by external cooling. Upon completion of the addition, the reaction mixture was warmed to ambient temperature and the solvent was removed by distillation in a vacuum. Examination of the residue by gas-liquid chromatography revealed more th... Starting materials: CCO, CC(C)NC(C)C, CCCNCC1CC1, Cc1cc(S(=O)(=O)NCCC(=O)OC(C)(C)C)ccc1NC(=O)c1cc(Cl)ncn1. Product: CCCN(CC1CC1)c1cc(C(=O)Nc2ccc(S(=O)(=O)NCCC(=O)OC(C)(C)C)cc2C)ncn1. Reaction SMILES: [CH3:46][CH2:47][OH:48].[CH:31]([NH:32][CH:33]([CH3:34])[CH3:35])([CH3:36])[CH3:37].[CH:38]1([CH2:41][NH:42][CH2:43][CH2:44][CH3:45])[CH2:39][CH2:40]1.[Cl:1][c:2]1[cH:3][c:4]([C:8](=[O:9])[NH:10][c:11]2[c:12]([CH3:30])[cH:13][c:14]([S:17](=[O:18])(=[O:19])[NH:20][CH2:21][CH2:22][C:23](=[O:24])[O:25][C:26]([CH3:27])([CH3:28])[CH3:29])[cH:15][cH:16]2)[n:5][cH:6][n:7]1>>[c:2]1([N:42]([CH2:41][CH:38]2[CH2:39][CH2:40]2)[CH2:43][CH2:44][CH3:45])[cH:3][c:4]([C:8](=[O:9])[NH:10][c:11]2[c:12]([CH3:30])[cH:13][c:14]([S:17](=[O:18])(=[O:19])[NH:20][CH2:21][CH2:22][C:23](=[O:24])[O:25][C:26]([CH3:27])([CH3:28])[CH3:29])[cH:15][cH:16]2)[n:5][cH:6][n:7]1.